Task: describe an organic reaction: reactants, conditions, products, and yield. Dataset: the Open Reaction Database (ORD), a public repository of structured organic reaction records Starting materials: OC1=CC(=CC=2OC(C3C(C21)C=C(CC3)C)(C)C)CCCCC (1-Hydroxy-3 n-pentyl-6,6,9-trimethyl-6a,7,8,10 a-tetrahydrodibenzo[ b,d]pyran), C(Cl)Cl (methylene chloride), Cl.O1CCN(CC1)CCCC(=O)O (γ-morpholinobutyric acid hydrochloride), C1(CCCCC1)N=C=NC1CCCCC1 (dicyclohexylcarbodiimide). Run in CO.C(Cl)(Cl)Cl (MeOH CHCl3). The product is Cl.O1CCN(CC1)CCCC(=O)OC1=CC(=CC=2OC(C3C(C21)C=C(CC3)C)(C)C)CCCCC (1-[4-(morpholino)butyryloxy]-3-n-pentyl-6,6,9-trimethyl-6a,7,8,10 a-tetrahydrodibenzo[ b,d]-pyran hydrochloride). RXN SMILES: [OH:1][C:2]1[C:11]2[CH:10]3[CH:12]=[C:13]([CH3:16])[CH2:14][CH2:15][CH:9]3[C:8]([CH3:18])([CH3:17])[O:7][C:6]=2[CH:5]=[C:4]([CH2:19][CH2:20][CH2:21][CH2:22][CH3:23])[CH:3]=1.Cl.[O:25]1[CH2:30][CH2:29][N:28]([CH2:31][CH2:32][CH2:33][C:34](O)=[O:35])[CH2:27][CH2:26]1.C1(N=C=NC2CCCCC2)CCCCC1.C(Cl)[Cl:53]>CO.C(Cl)(Cl)Cl>[ClH:53].[O:25]1[CH2:30][CH2:29][N:28]([CH2:31][CH2:32][CH2:33][C:34]([O:1][C:2]2[C:11]3[CH:10]4[CH:12]=[C:13]([CH3:16])[CH2:14][CH2:15][CH:9]4[C:8]([CH3:17])([CH3:18])[O:7][C:6]=3[CH:5]=[C:4]([CH2:19][CH2:20][CH2:21][CH2:22][CH3:23])[CH:3]=2)=[O:35])[CH2:27][CH2:26]1 |f:1.2,5.6,7.8|. Procedure: 0.7 g. (2.23 mmoles) of 1-Hydroxy-3 n-pentyl-6,6,9-trimethyl-6a,7,8,10 a-tetrahydrodibenzo[ b,d]pyran, 0.48 g. (2.28 mmoles) of γ-morpholinobutyric acid hydrochloride (Cruickshank and Sheehan, J. Am. Chem. Soc. 83, 2891 (1961), m.p. 180°-182°C.) and 0.48 g. (2.35 mmoles) of dicyclohexylcarbodiimide were combined with 35 ml. of methylene chloride and stirred at room temperature for a total of 40 hours. The insoluble by-product of dicyclohexylurea was separated by filtration and the methylene chlo... Starting materials: S1C2=C(C=C1)C=CC=C2O (benzo[b]thiophen-7-ol), CC1=C(N=C(O1)C1=CC=CC=C1)CCOS(=O)(=O)C (methanesulfonic acid 2-(5-methyl-2-phenyl-oxazol-4-yl)-ethyl ester). Yields the product S1C2=C(C=C1)C=CC=C2OCCC=2N=C(OC2C)C2=CC=CC=C2 (4-[2-(benzo[b]thiophen-7-yloxy)-ethyl]-5-methyl-2-phenyl-oxazole). Reaction SMILES: [S:1]1[CH:5]=[CH:4][C:3]2[CH:6]=[CH:7][CH:8]=[C:9]([OH:10])[C:2]1=2.[CH3:11][C:12]1[O:16][C:15]([C:17]2[CH:22]=[CH:21][CH:20]=[CH:19][CH:18]=2)=[N:14][C:13]=1[CH2:23][CH2:24]OS(C)(=O)=O>>[S:1]1[CH:5]=[CH:4][C:3]2[CH:6]=[CH:7][CH:8]=[C:9]([O:10][CH2:24][CH2:23][C:13]3[N:14]=[C:15]([C:17]4[CH:22]=[CH:21][CH:20]=[CH:19][CH:18]=4)[O:16][C:12]=3[CH3:11])[C:2]1=2. Procedure details: In analogy to the procedures described in example 91 a] and b], benzo[b]thiophen-7-ol [J. Chem. Soc., Perkin Trans. 1 (1983), (12), 2973-7] was reacted with methanesulfonic acid 2-(5-methyl-2-phenyl-oxazol-4-yl)-ethyl ester [PCT Int. Appl. (2000) WO0008002]) to yield 4-[2-(benzo[b]thiophen-7-yloxy)-ethyl]-5-methyl-2-phenyl-oxazole. Treatment of 4-[2-(benzo[b]thiophen-7-yloxy)-ethyl]-5-methyl-2-phenyl-oxazole with dichloromethyl methyl ether and titanium tetrachloride then gave 7-[2-(5-methyl-2-p... Starting materials: CCOC(C)=O, CCOC(=O)Cc1nn(Cc2ccc(Br)c(Cl)c2)c(=O)c2ccccc12, S=P12SP3(=S)SP(=S)(S1)SP(=S)(S2)S3, Cc1ccccc1C. Product: CCOC(=O)Cc1nn(Cc2ccc(Br)c(Cl)c2)c(=S)c2ccccc12. As a reaction SMILES: [CH3:41][CH2:42][O:43][C:44](=[O:45])[CH3:46].[Cl:1][c:2]1[cH:3][c:4]([CH2:5][n:6]2[c:7](=[O:22])[c:8]3[cH:9][cH:10][cH:11][cH:12][c:13]3[c:14]([CH2:16][C:17](=[O:18])[O:19][CH2:20][CH3:21])[n:15]2)[cH:23][cH:24][c:25]1[Br:26].[P:27]12(=[S:28])[S:29][P:30]3(=[S:40])[S:31][P:32](=[S:38])([S:33][P:34](=[S:37])([S:35]3)[S:36]1)[S:39]2.[c:47]1([CH3:48])[c:49]([CH3:50])[cH:51][cH:52][cH:53][cH:54]1>>[Cl:1][c:2]1[cH:3][c:4]([CH2:5][n:6]2[c:7](=[S:28])[c:8]3[cH:9][cH:10][cH:11][cH:12][c:13]3[c:14]([CH2:16][C:17](=[O:18])[O:19][CH2:20][CH3:21])[n:15]2)[cH:23][cH:24][c:25]1[Br:26]. The reactants are [OH-].[Na+] (NaOH), COC(CC1=C(N(C2=NC=CC=C21)CC2=CC=C(C=C2)C(F)(F)F)CC)=O ([2-ethyl-1-(4-trifluoromethyl-benzyl)-1H-pyrrolo[2,3-b]pyridin-3-yl]-acetic acid methyl ester). The solvent is C1CCOC1.CO (THF MeOH). Yields the product C(C)C1=C(C=2C(=NC=CC2)N1CC1=CC=C(C=C1)C(F)(F)F)CC(=O)O ([2-Ethyl-1-(4-trifluoromethyl-benzyl)-1H-pyrrolo[2,3-b]-pyridin-3-yl]-acetic acid). Reaction SMILES: [OH-].[Na+].C[O:4][C:5](=[O:29])[CH2:6][C:7]1[C:15]2[C:10](=[N:11][CH:12]=[CH:13][CH:14]=2)[N:9]([CH2:16][C:17]2[CH:22]=[CH:21][C:20]([C:23]([F:26])([F:25])[F:24])=[CH:19][CH:18]=2)[C:8]=1[CH2:27][CH3:28]>C1COCC1.CO>[CH2:27]([C:8]1[N:9]([CH2:16][C:17]2[CH:18]=[CH:19][C:20]([C:23]([F:26])([F:24])[F:25])=[CH:21][CH:22]=2)[C:10]2=[N:11][CH:12]=[CH:13][CH:14]=[C:15]2[C:7]=1[CH2:6][C:5]([OH:29])=[O:4])[CH3:28] |f:0.1,3.4|. Procedure details: 0.5 M Aqueous NaOH (1.0 ml) is added to a solution of [2-ethyl-1-(4-trifluoromethyl-benzyl)-1H-pyrrolo[2,3-b]pyridin-3-yl]-acetic acid methyl ester (48 mg, 0.13 mmol) in 1:1 THF/MeOH (1 ml). After 3 hours the reaction is concentrated in vacuo, and the residue dissolved in water. The aqueous solution is cooled in an ice-bath and acidified to pH 2 using concentrated HCl. The resulting precipitate is filtered and dried under high vacuum at 50° C. to yield the titled compound as a white powder. (MH+...